From a dataset of the Open Reaction Database (ORD), a public repository of structured organic reaction records. describe an organic reaction: reactants, conditions, products, and yield The reactants are [OH-].[Na+] (NaOH), C1=CC=CC=2C3=CC=CC=C3NC12 (carbazole), NaIO4, II (I2), raw materials, OS(=O)(=O)O (H2SO4). The solvent is C(C)O (ethanol), C(C)O (ethanol), CCOC(=O)C (AcOEt), CCCCCC (HexH), C(C)O (ethanol). Reaction conditions: temperature 65 celsius. Product: IC=1C=CC=2NC3=CC=CC=C3C2C1 (3-Iodocarbazole). Yield: 140.1%. Reaction SMILES: [CH:1]1[C:13]2[NH:12][C:11]3[C:6](=[CH:7][CH:8]=[CH:9][CH:10]=3)[C:5]=2[CH:4]=[CH:3][CH:2]=1.[I:14]I.OS(O)(=O)=O.[OH-].[Na+]>C(O)C.CCOC(C)=O.CCCCCC>[I:14][C:3]1[CH:2]=[CH:1][C:13]2[NH:12][C:11]3[C:6]([C:5]=2[CH:4]=1)=[CH:7][CH:8]=[CH:9][CH:10]=3 |f:3.4|. Procedure: To an ethanol solution (500 mL) of carbazole (2.50 g, 15.0 mmol), NaIO4 (0.80 g, 3.75 mmol) and I2 (1.89 g, 7.45 mmol) were added in this order, and then an ethanol solution (100 mL) of H2SO4 (1.60 mL, 30.0 mmol) was added thereto. The reaction solution was heated to reflux for one hour at 65° C. Disappearance of the raw materials was confirmed by TLC (HexH:AcOEt=4:1), and an ethanol solution (100 mL) of NaOH (1.4 g) was added thereto to neutralize the reaction solution. Ethanol was removed, and...